The task is: describe an organic reaction: reactants, conditions, products, and yield. This data is from the Open Reaction Database (ORD), a public repository of structured organic reaction records. Reactants: NC1=C(C(=O)OC)C=C(C=C1)N(S(=O)(=O)C)C1=CC2=C(C(=C(O2)C2=CC=C(C=C2)F)C(NC)=O)C=C1C1CC1 (methyl 2-amino-5-(N-(5-cyclopropyl-2-(4-fluorophenyl)-3-(methylcarbamoyl)benzofuran-6-yl)methylsulfonamido)benzoate), Br (hydrogen bromide), N(=O)[O-].[Na+] (sodium nitrite). Reagents/catalysts: [Cu]Br (copper(I) bromide). The solvent is C(C)#N (acetonitrile). Reaction conditions: time 30 minute. Product: BrC1=C(C(=O)OC)C=C(C=C1)N(S(=O)(=O)C)C1=CC2=C(C(=C(O2)C2=CC=C(C=C2)F)C(NC)=O)C=C1C1CC1 (Methyl 2-bromo-5-(N-(5-cyclopropyl-2-(4-fluorophenyl)-3-(methylcarbamoyl)benzofuran-6-yl)methylsulfonamido)benzoate). Yield: 55.4%. Reaction SMILES: N[C:2]1[CH:11]=[CH:10][C:9]([N:12]([C:17]2[C:36]([CH:37]3[CH2:39][CH2:38]3)=[CH:35][C:20]3[C:21]([C:31](=[O:34])[NH:32][CH3:33])=[C:22]([C:24]4[CH:29]=[CH:28][C:27]([F:30])=[CH:26][CH:25]=4)[O:23][C:19]=3[CH:18]=2)[S:13]([CH3:16])(=[O:15])=[O:14])=[CH:8][C:3]=1[C:4]([O:6][CH3:7])=[O:5].[BrH:40].N([O-])=O.[Na+]>C(#N)C.[Cu]Br>[Br:40][C:2]1[CH:11]=[CH:10][C:9]([N:12]([C:17]2[C:36]([CH:37]3[CH2:39][CH2:38]3)=[CH:35][C:20]3[C:21]([C:31](=[O:34])[NH:32][CH3:33])=[C:22]([C:24]4[CH:29]=[CH:28][C:27]([F:30])=[CH:26][CH:25]=4)[O:23][C:19]=3[CH:18]=2)[S:13]([CH3:16])(=[O:15])=[O:14])=[CH:8][C:3]=1[C:4]([O:6][CH3:7])=[O:5] |f:2.3|. Procedure details: A suspension of methyl 2-amino-5-(N-(5-cyclopropyl-2-(4-fluorophenyl)-3-(methylcarbamoyl)benzofuran-6-yl)methylsulfonamido)benzoate (1.6 g, 2.70 mmol) in acetonitrile (30 mL) and hydrogen bromide (25 mL, 2.70 mmol) was treated with aqueous sodium nitrite (0.205 g, 2.97 mmol) at 0° C. and the mixture was stirred for 30 min, copper(I) bromide (0.464 g, 3.24 mmol) was added in portions at the same temperature. It was allowed to warm up to room temperature and then heated to 55° C. overnight. The mi... The reactants are BrC1=CC=C(CN(C(C)C)C(C)C)C=C1 (N-(4-bromobenzyl)-N,N-diisopropylamine), [Li]CCCC (n-BuLi), CN(OC)C(=O)C1CCN(CC1)C(C1=CC=CC=C1)(C1=CC=CC=C1)C1=CC=CC=C1 (N,O-dimethyl-N-(1-trityl-piperidine-4-carbonyl)hydroxylamine), [Cl-].[NH4+] (ammonium chloride). The solvent is C1CCOC1 (THF), C1CCOC1 (THF). Conditions: time 30 minute. Product: C(C)(C)N(C(C)C)CC1=CC=C(C(=O)C2CCN(CC2)C(C2=CC=CC=C2)(C2=CC=CC=C2)C2=CC=CC=C2)C=C1 (4-(4-Diisopropylaminomethylbenzoyl)-1-tritylpiperidine). Yield: 253.6%. RXN SMILES: Br[C:2]1[CH:15]=[CH:14][C:5]([CH2:6][N:7]([CH:11]([CH3:13])[CH3:12])[CH:8]([CH3:10])[CH3:9])=[CH:4][CH:3]=1.[Li]CCCC.CN([C:25]([CH:27]1[CH2:32][CH2:31][N:30]([C:33]([C:46]2[CH:51]=[CH:50][CH:49]=[CH:48][CH:47]=2)([C:40]2[CH:45]=[CH:44][CH:43]=[CH:42][CH:41]=2)[C:34]2[CH:39]=[CH:38][CH:37]=[CH:36][CH:35]=2)[CH2:29][CH2:28]1)=[O:26])OC.[Cl-].[NH4+]>C1COCC1>[CH:8]([N:7]([CH2:6][C:5]1[CH:14]=[CH:15][C:2]([C:25]([CH:27]2[CH2:28][CH2:29][N:30]([C:33]([C:46]3[CH:51]=[CH:50][CH:49]=[CH:48][CH:47]=3)([C:40]3[CH:41]=[CH:42][CH:43]=[CH:44][CH:45]=3)[C:34]3[CH:39]=[CH:38][CH:37]=[CH:36][CH:35]=3)[CH2:31][CH2:32]2)=[O:26])=[CH:3][CH:4]=1)[CH:11]([CH3:13])[CH3:12])([CH3:10])[CH3:9] |f:3.4|. Procedure: To a solution of N-(4-bromobenzyl)-N,N-diisopropylamine (2.3 g) in THF (10 ml) was added dropwise at −78° C. n-BuLi (1.6 mmol/ml hexane solution, 3.8 ml). Ten minutes later, N,O-dimethyl-N-(1-trityl-piperidine-4-carbonyl)hydroxylamine (1.5 g) in THF (20 ml) was added dropwise to the mixture, and the mixture was stirred at the same temperature for 30 minutes. To the mixture was added ammonium chloride aqueous solution, and the mixture was extracted with ethyl acetate. The extract was washed with ... Starting materials: BrC1=CC=C2C(=NN(C2=C1)C1=NC(=NC=C1)N)CF (4-[6-bromo-3-(fluoromethyl)-1H-indazol-1-yl]pyrimidin-2-amine), N1=C(N=CC=C1)C(C)(C#C)O (2-(pyrimidin-2-yl)but-3-yn-2-ol). Reagents/catalysts: C=1C=CC(=CC1)[P](C=2C=CC=CC2)(C=3C=CC=CC3)[Pd]([P](C=4C=CC=CC4)(C=5C=CC=CC5)C=6C=CC=CC6)([P](C=7C=CC=CC7)(C=8C=CC=CC8)C=9C=CC=CC9)[P](C=1C=CC=CC1)(C=1C=CC=CC1)C=1C=CC=CC1 (tetrakis(triphenylphosphine)palladium), [Cu]I (copper(I) iodide). The solvent is N1CCCCC1 (piperidine), C(C)#N (acetonitrile). Run at temperature 66 celsius. The product is NC1=NC=CC(=N1)N1N=C(C2=CC=C(C=C12)C#CC(C)(O)C1=NC=CC=N1)CF (4-[1-(2-aminopyrimidin-4-yl)-3-(fluoromethyl)-1H-indazol-6-yl]-2-(pyrimidin-2-yl)but-3-yn-2-ol). As a reaction SMILES: Br[C:2]1[CH:10]=[C:9]2[C:5]([C:6]([CH2:18][F:19])=[N:7][N:8]2[C:11]2[CH:16]=[CH:15][N:14]=[C:13]([NH2:17])[N:12]=2)=[CH:4][CH:3]=1.[N:20]1[CH:25]=[CH:24][CH:23]=[N:22][C:21]=1[C:26]([OH:30])([C:28]#[CH:29])[CH3:27]>N1CCCCC1.C(#N)C.C1C=CC([P]([Pd]([P](C2C=CC=CC=2)(C2C=CC=CC=2)C2C=CC=CC=2)([P](C2C=CC=CC=2)(C2C=CC=CC=2)C2C=CC=CC=2)[P](C2C=CC=CC=2)(C2C=CC=CC=2)C2C=CC=CC=2)(C2C=CC=CC=2)C2C=CC=CC=2)=CC=1.[Cu]I>[NH2:17][C:13]1[N:12]=[C:11]([N:8]2[C:9]3[C:5](=[CH:4][CH:3]=[C:2]([C:29]#[C:28][C:26]([C:21]4[N:20]=[CH:25][CH:24]=[CH:23][N:22]=4)([OH:30])[CH3:27])[CH:10]=3)[C:6]([CH2:18][F:19])=[N:7]2)[CH:16]=[CH:15][N:14]=1 |^1:43,45,64,83|. Reported procedure: To a solution of 4-[6-bromo-3-(fluoromethyl)-1H-indazol-1-yl]pyrimidin-2-amine (49 mg, 0.12 mmol) in piperidine (2 mL) was introduced tetrakis(triphenylphosphine)palladium (0) (11.5 mg, 0.01 mmol), copper(I) iodide (1.9 mg, 0.01 mmol) and 2-(pyrimidin-2-yl)but-3-yn-2-ol (39 mg, 0.25 mmol). The reaction mixture was warmed to 66° C. for 2 hr. After cooling to RT, the reaction mixture was concentrated in vacuo, DCM (10 mL) was added and the solution re-evaporated to dryness in vacuo (re-evaporation... Starting materials: C1CCOC1, Cc1ccc(S(=O)(=O)O)cc1, [Li]CCCC, CC(=O)c1ccc(O)cc1, c1ccsc1, c1ccccc1. Yields the product C=C(c1ccc(O)cc1)c1cccs1. As a reaction SMILES: [CH2:32]1[O:33][CH2:34][CH2:35][CH2:36]1.[CH3:21][c:22]1[cH:23][cH:24][c:25]([S:26]([OH:27])(=[O:28])=[O:29])[cH:30][cH:31]1.[CH3:6][CH2:7][CH2:8][CH2:9][Li:10].[OH:11][c:12]1[cH:13][cH:14][c:15]([C:18]([CH3:19])=[O:20])[cH:16][cH:17]1.[cH:1]1[cH:2][cH:3][s:4][cH:5]1.[cH:37]1[cH:38][cH:39][cH:40][cH:41][cH:42]1>>[cH:1]1[cH:2][c:3]([C:18]([c:15]2[cH:14][cH:13][c:12]([OH:11])[cH:17][cH:16]2)=[CH2:19])[s:4][cH:5]1. Starting materials: C(C)(=O)CN1C(C(N=C(C2=C1C=CC=C2)C2=CC=CC=C2)NC(=O)C=2NC1=CC=CC=C1C2)=O ((3RS)-1-acetylmethyl-1,3-dihydro-3-(2-indolylcarbonylamino)-5-phenyl-2H-1, 4-benzodiazepine-2-one), Cl.NO (hydroxylamine hydrochloride). Solvent: C(C)O (ethanol), C(C)(C)OC(C)C (diisopropyl ether). Run at time 40 hour. The product is ON=C(CN1C(C(N=C(C2=C1C=CC=C2)C2=CC=CC=C2)NC(=O)C=2NC1=CC=CC=C1C2)=O)C ((3RS)-1-(2-hydroxyiminopropyl)-1,3-dihydro-3-(2-indolylcarbonylamino)-5-phenyl-2H-1, 4-benzodiazepine-2-one). Isolated yield 42.3%. Reaction SMILES: [C:1]([CH2:4][N:5]1[C:11]2[CH:12]=[CH:13][CH:14]=[CH:15][C:10]=2[C:9]([C:16]2[CH:21]=[CH:20][CH:19]=[CH:18][CH:17]=2)=[N:8][CH:7]([NH:22][C:23]([C:25]2[NH:26][C:27]3[C:32]([CH:33]=2)=[CH:31][CH:30]=[CH:29][CH:28]=3)=[O:24])[C:6]1=[O:34])(=O)[CH3:2].Cl.[NH2:36][OH:37]>C(O)C.C(OC(C)C)(C)C>[OH:37][N:36]=[C:1]([CH3:2])[CH2:4][N:5]1[C:11]2[CH:12]=[CH:13][CH:14]=[CH:15][C:10]=2[C:9]([C:16]2[CH:17]=[CH:18][CH:19]=[CH:20][CH:21]=2)=[N:8][CH:7]([NH:22][C:23]([C:25]2[NH:26][C:27]3[C:32]([CH:33]=2)=[CH:31][CH:30]=[CH:29][CH:28]=3)=[O:24])[C:6]1=[O:34] |f:1.2|. Procedure: A mixture of (3RS)-1-acetylmethyl-1,3-dihydro-3-(2-indolylcarbonylamino)-5-phenyl-2H-1, 4-benzodiazepine-2-one (0.42 g), hydroxylamine hydrochloride (62.5 mg) in ethanol (20 ml) was stirred at room temperature for 40 hours. The mixture was evaporated to dryness and the residue was subjected to column chromatography on silica gel with an eluent of a mixture of chloroform and methanol (40:1). The fractions containing the objective product were combined and evaporated to give a pale green oil, whic... The reactants are CC1OC2=C(C1)C=C(C=C2)CCl (2,3-dihydro-2-methyl-5-benzofuranylmethyl chloride), OC=1C=C(C=CC1)NC(=O)N(C)OC (1-(3-hydroxyphenyl)-3-methoxy-3-methylurea), CN(C=O)C (N,N-dimethylformamide), C([O-])([O-])=O.[K+].[K+] (potassium carbonate). The solvent is O (water). Conditions: temperature 80 celsius, time 4 hour. Product: CC1OC2=C(C1)C=C(C=C2)COC=2C=C(C=CC2)NC(=O)N(C)OC (1-[3-(2,3-dihydro-2-methyl-5-benzofuranylmethyloxy)phenyl]-3-methoxy-3-methylurea). Isolated yield 70.7%. Reaction SMILES: [CH3:1][CH:2]1[CH2:6][C:5]2[CH:7]=[C:8]([CH2:11]Cl)[CH:9]=[CH:10][C:4]=2[O:3]1.[OH:13][C:14]1[CH:15]=[C:16]([NH:20][C:21]([N:23]([O:25][CH3:26])[CH3:24])=[O:22])[CH:17]=[CH:18][CH:19]=1.CN(C)C=O.C(=O)([O-])[O-].[K+].[K+]>O>[CH3:1][CH:2]1[CH2:6][C:5]2[CH:7]=[C:8]([CH2:11][O:13][C:14]3[CH:15]=[C:16]([NH:20][C:21]([N:23]([O:25][CH3:26])[CH3:24])=[O:22])[CH:17]=[CH:18][CH:19]=3)[CH:9]=[CH:10][C:4]=2[O:3]1 |f:3.4.5|. Procedure details: 2.8 g of 2,3-dihydro-2-methyl-5-benzofuranylmethyl chloride and 3.0 g of 1-(3-hydroxyphenyl)-3-methoxy-3-methylurea were dissolved into 20 ml of dried N,N-dimethylformamide, and 2.5 g of anhydrous potassium carbonate was added thereto. After the mixture was stirred at 80° C. for 4 hours, the reaction mixture was poured into water and extracted with ethyl acetate. After the organic layer was washed with water, it was dried over anhydrous magnesium sulfate and ethyl acetate was dried off. The resi... Conditions: time 5 hour. As a reaction SMILES: [Cl:1][C:2]1[NH:3][C:4](=[O:8])[CH:5]=[CH:6][CH:7]=1.[CH3:9]I>>[Cl:1][C:2]1[N:3]([CH3:9])[C:4](=[O:8])[CH:5]=[CH:6][CH:7]=1. Product: ClC=1N(C(C=CC1)=O)C (2-Chloro-1-methyl-pyrid-6-one). Reported procedure: 51.82 g of 2-chloro-pyrid-6-one (400 mmol) and 12.7. g of 83% sodium-hydride dispersion in mineral oil (440 mmol) are reacted in 400 ml absolute dimnethylfomamide at room temperature under argon for 15 minutes. 32.4 ml methyl-iodide (520 mmol) are added dropwise and stirring is continued at 50° for 5 hours. The reaction mixture is evaporated on a rotary evaporator until the solvent starts to distill from a bath of 60°. The reactants are ClC=1NC(C=CC1)=O (2-chloro-pyrid-6-one), oil, CI (methyl-iodide). The reactants are Cl (hydrochloric acid), N(=O)OS(O)(=O)=O (nitrosylsulfuric acid), BrC1=C(C=CC=C1)O (2-bromophenol), C(#N)C1=CC=C(N)C=C1 (4-cyanoaniline), Cl (hydrochloric acid), [OH-].[Na+] (sodium hydroxide). The solvent is O (water), CO (methanol), O (water). Conditions: time 1 hour. Yields the product OC1=C(C=C(C=C1)N=NC1=CC=C(C=C1)C#N)Br (4-Hydroxy-3-bromo-4′-cyanoazobenzene). As a reaction SMILES: [C:1]([C:3]1[CH:9]=[CH:8][C:6]([NH2:7])=[CH:5][CH:4]=1)#[N:2].Cl.[N:11](OS(=O)(=O)O)=O.[Br:18][C:19]1[CH:24]=[CH:23][CH:22]=[CH:21][C:20]=1[OH:25].[OH-].[Na+]>O.CO>[OH:25][C:20]1[CH:21]=[CH:22][C:23]([N:11]=[N:7][C:6]2[CH:8]=[CH:9][C:3]([C:1]#[N:2])=[CH:4][CH:5]=2)=[CH:24][C:19]=1[Br:18] |f:4.5|. Procedure details: 18.8 g 4-cyanoaniline are heated at 60° C. in 100 ml water. To dissolve the solid, 10 ml conc. hydrochloric acid are added. A further 115 ml hydrochloric acid are then added, the temperature of the solution is brought to 0° C., 52 g nitrosylsulfuric acid are slowly added dropwise and the mixture is stirred for 1 h. This solution is slowly added dropwise to a solution of 27.5 g 2-bromophenol, 100 ml methanol and 100 ml water at 10° C. A pH of 6–6.5 is maintained by simultaneous addition of 10% so... Starting materials: [Br-], C[Mg+], Cc1cccc(C=O)n1. The product is Cc1cccc(C(C)O)n1. As a reaction SMILES: [Br-:10].[CH3:11][Mg+:12].[CH3:1][c:2]1[cH:3][cH:4][cH:5][c:6]([CH:8]=[O:9])[n:7]1>>[CH3:1][c:2]1[cH:3][cH:4][cH:5][c:6]([CH:8]([OH:9])[CH3:11])[n:7]1.